Dataset: the Open Reaction Database (ORD), a public repository of structured organic reaction records. Task: describe an organic reaction: reactants, conditions, products, and yield Starting materials: NS(=O)(=O)c1ccc(-n2nc(C(F)(F)F)c(Cl)c2-c2ccc(Br)cc2)cn1, CCCC[Sn](CCCC)(CCCC)c1cscn1, C1COCCO1, [Cl-], [Li+], c1ccc(P(c2ccccc2)(c2ccccc2)[Pd](P(c2ccccc2)(c2ccccc2)c2ccccc2)(P(c2ccccc2)(c2ccccc2)c2ccccc2)P(c2ccccc2)(c2ccccc2)c2ccccc2)cc1. Yields the product NS(=O)(=O)c1ccc(-n2nc(C(F)(F)F)c(Cl)c2-c2ccc(-c3cscn3)cc2)cn1. As a reaction SMILES: [Br:1][c:2]1[cH:3][cH:4][c:5](-[c:8]2[c:9]([Cl:27])[c:10]([C:23]([F:24])([F:25])[F:26])[n:11][n:12]2-[c:13]2[cH:14][cH:15][c:16]([S:19](=[O:20])(=[O:21])[NH2:22])[n:17][cH:18]2)[cH:6][cH:7]1.[CH2:28]([Sn:29]([CH2:30][CH2:31][CH2:32][CH3:38])([c:33]1[n:34][cH:35][s:36][cH:37]1)[CH2:39][CH2:40][CH2:41][CH3:42])[CH2:43][CH2:44][CH3:45].[CH2:48]1[O:49][CH2:50][CH2:51][O:52][CH2:53]1.[Cl-:47].[Li+:46].[cH:54]1[cH:55][cH:56][c:57]([P:58]([Pd:59]([P:60]([c:61]2[cH:62][cH:63][cH:64][cH:65][cH:66]2)([c:67]2[cH:68][cH:69][cH:70][cH:71][cH:72]2)[c:73]2[cH:74][cH:75][cH:76][cH:77][cH:78]2)([P:79]([c:80]2[cH:81][cH:82][cH:83][cH:84][cH:85]2)([c:86]2[cH:87][cH:88][cH:89][cH:90][cH:91]2)[c:92]2[cH:93][cH:94][cH:95][cH:96][cH:97]2)[P:98]([c:99]2[cH:100][cH:101][cH:102][cH:103][cH:104]2)([c:105]2[cH:106][cH:107][cH:108][cH:109][cH:110]2)[c:111]2[cH:112][cH:113][cH:114][cH:115][cH:116]2)([c:117]2[cH:118][cH:119][cH:120][cH:121][cH:122]2)[c:123]2[cH:124][cH:125][cH:126][cH:127][cH:128]2)[cH:129][cH:130]1>>[c:2]1(-[c:33]2[n:34][cH:35][s:36][cH:37]2)[cH:3][cH:4][c:5](-[c:8]2[c:9]([Cl:27])[c:10]([C:23]([F:24])([F:25])[F:26])[n:11][n:12]2-[c:13]2[cH:14][cH:15][c:16]([S:19](=[O:20])(=[O:21])[NH2:22])[n:17][cH:18]2)[cH:6][cH:7]1. Starting materials: O=C1COC2C(OCc3ccccc3)CN(C(=O)OCc3ccccc3)C12, CO, COC(OC)OC. Product: COC1(OC)COC2C(OCc3ccccc3)CN(C(=O)OCc3ccccc3)C21. As a reaction SMILES: [CH2:1]([c:2]1[cH:3][cH:4][cH:5][cH:6][cH:7]1)[O:8][C:9](=[O:10])[N:11]1[CH:12]2[CH:13]([CH:14]([O:16][CH2:17][c:18]3[cH:19][cH:20][cH:21][cH:22][cH:23]3)[CH2:15]1)[O:24][CH2:25][C:26]2=[O:27].[CH3:35][OH:36].[CH:28]([O:29][CH3:30])([O:31][CH3:32])[O:33][CH3:34]>>[CH2:1]([c:2]1[cH:3][cH:4][cH:5][cH:6][cH:7]1)[O:8][C:9](=[O:10])[N:11]1[CH:12]2[CH:13]([CH:14]([O:16][CH2:17][c:18]3[cH:19][cH:20][cH:21][cH:22][cH:23]3)[CH2:15]1)[O:24][CH2:25][C:28]2([O:31][CH3:32])[O:33][CH3:34]. Starting materials: OCCC(=O)N (β-hydroxypropionic acid amide), CN(CCCN)C (3-dimethylaminopropylamine), N (ammonia), [OH-].[Na+] (sodium hydroxide). The product is CN(CCCNC(C=C)=O)C (N-(3-dimethylaminopropyl)acrylamide). RXN SMILES: O[CH2:2][CH2:3][C:4]([NH2:6])=[O:5].[CH3:7][N:8]([CH3:13])[CH2:9][CH2:10][CH2:11]N.N.[OH-].[Na+]>>[CH3:7][N:8]([CH3:13])[CH2:9][CH2:10][CH2:11][NH:6][C:4](=[O:5])[CH:3]=[CH2:2] |f:3.4|. Reported procedure: 59.3 g of β-hydroxypropionic acid amide and 68 g of 3-dimethylaminopropylamine were heated for 5 hours in a temperature range of 125°-168° C. until the evolution of ammonia was complete. After adding 1 g of pulverised sodium hydroxide the reaction mixture was distilled.